This data is from the Open Reaction Database (ORD), a public repository of structured organic reaction records. The task is: describe an organic reaction: reactants, conditions, products, and yield Starting materials: C(C)(C)(C)OC(NC1=CC(=C(C=C1)C)NC1=NC=CC=C1C1=NC=NC=C1)=O ([4-methyl-3-(3-pyrimidin-4-yl-pyridin-2-ylamino)-phenyl]-carbamic acid tert-butyl ester), C(Cl)Cl (CH2Cl2), C(=O)(C(F)(F)F)O (TFA). Run in CCOC(=O)C (EtOAc). Reaction conditions: temperature 0 celsius, time 3 hour. Yields the product CC1=C(C=C(C=C1)N)NC1=NC=CC=C1C1=NC=NC=C1 (4-methyl-N3-(3-pyrimidin-4-yl-pyridin-2-yl)-benzene-1,3-diamine). As a reaction SMILES: C(OC(=O)[NH:7][C:8]1[CH:13]=[CH:12][C:11]([CH3:14])=[C:10]([NH:15][C:16]2[C:21]([C:22]3[CH:27]=[CH:26][N:25]=[CH:24][N:23]=3)=[CH:20][CH:19]=[CH:18][N:17]=2)[CH:9]=1)(C)(C)C.C(Cl)Cl.C(O)(C(F)(F)F)=O>CCOC(C)=O>[CH3:14][C:11]1[CH:12]=[CH:13][C:8]([NH2:7])=[CH:9][C:10]=1[NH:15][C:16]1[C:21]([C:22]2[CH:27]=[CH:26][N:25]=[CH:24][N:23]=2)=[CH:20][CH:19]=[CH:18][N:17]=1. Procedure details: The title compound was prepared according to the procedure described in J. Am. Chem. Soc. 1993, 115, 905-916. To [4-methyl-3-(3-pyrimidin-4-yl-pyridin-2-ylamino)-phenyl]-carbamic acid tert-butyl ester (550 mg, 1.46 mmol) was added CH2Cl2 (15 mL) and TFA (3.0 mL). The mixture was stirred for 3 h at 0° C., diluted with EtOAc and extracted with 50% aqueous Na2CO3. The organic layer was dried over Na2SO4, filtered and concentrated to yield 4-methyl-N3-(3-pyrimidin-4-yl-pyridin-2-yl)-benzene-1,3-diam... Starting materials: C1(=CC=CC=C1)/C=C/C=1C(=NC=CC1)N ((E)-3-(2-phenylethenyl)-2-aminopyridine), COC1=CC=C(C=C1)S(=O)(=O)Cl (p-methoxyphenylsulfonyl chloride). The solvent is N1=CC=CC=C1 (pyridine). Run at time 8 hour. Yields the product COC1=CC=C(C=C1)S(=O)(=O)NC1=NC=CC=C1\C=C\C1=CC=CC=C1 ((E)-2-[[(p-Methoxyphenyl)sulfonyl]amino]-3-(2-phenyl-ethenyl)pyridine). Yield: 51.5%. As a reaction SMILES: [C:1]1(/[CH:7]=[CH:8]/[C:9]2[C:10]([NH2:15])=[N:11][CH:12]=[CH:13][CH:14]=2)[CH:6]=[CH:5][CH:4]=[CH:3][CH:2]=1.[CH3:16][O:17][C:18]1[CH:23]=[CH:22][C:21]([S:24](Cl)(=[O:26])=[O:25])=[CH:20][CH:19]=1>N1C=CC=CC=1>[CH3:16][O:17][C:18]1[CH:19]=[CH:20][C:21]([S:24]([NH:15][C:10]2[C:9](/[CH:8]=[CH:7]/[C:1]3[CH:2]=[CH:3][CH:4]=[CH:5][CH:6]=3)=[CH:14][CH:13]=[CH:12][N:11]=2)(=[O:26])=[O:25])=[CH:22][CH:23]=1. Procedure: In 10 ml of pyridine was dissolved 0.8 g of the (E)-3-(2-phenylethenyl)-2-aminopyridine obtained in Reference Example 1. To this solution was added 0.92 g of p-methoxyphenylsulfonyl chloride gradually under ice-cooling and the mixture was stirred at room temperature overnight. After completion of the reaction, the solvent was evaporated off and the resulting residue was purified by silica gel column chromatography (eluent: CHCl3 /MeOH=9/1). The crystal crop thus obtained was recrystallized from ... Reactants: [Si](C1=CC=CC=C1)(C1=CC=CC=C1)(C(C)(C)C)OC1CC2C(C2C1)C1=CC(=NN1C(C)C)NC(OCC1=CC=CC=C1)=O (benzyl (5-(3-((tert-butyldiphenylsilyl)oxy)bicyclo[3.1.0]hexan-6-yl)-1-isopropyl-1H-pyrazol-3-yl)carbamate), [H][H] (hydrogen). Reagents/catalysts: [Pd] (palladium on carbon). Solvent: CO (methanol). Reaction conditions: time 16 hour. Yields the product [Si](C1=CC=CC=C1)(C1=CC=CC=C1)(C(C)(C)C)OC1CC2C(C2C1)C1=CC(=NN1C(C)C)N (5-(3-((tert-butyldiphenylsilyl)oxy)bicyclo[3.1.0]hexan-6-yl)-1-isopropyl-1H-pyrazol-3-amine). Reaction SMILES: [Si:1]([O:18][CH:19]1[CH2:24][CH:23]2[CH:21]([CH:22]2[C:25]2[N:29]([CH:30]([CH3:32])[CH3:31])[N:28]=[C:27]([NH:33]C(=O)OCC3C=CC=CC=3)[CH:26]=2)[CH2:20]1)([C:14]([CH3:17])([CH3:16])[CH3:15])([C:8]1[CH:13]=[CH:12][CH:11]=[CH:10][CH:9]=1)[C:2]1[CH:7]=[CH:6][CH:5]=[CH:4][CH:3]=1.[H][H]>CO.[Pd]>[Si:1]([O:18][CH:19]1[CH2:20][CH:21]2[CH:23]([CH:22]2[C:25]2[N:29]([CH:30]([CH3:31])[CH3:32])[N:28]=[C:27]([NH2:33])[CH:26]=2)[CH2:24]1)([C:14]([CH3:17])([CH3:15])[CH3:16])([C:2]1[CH:7]=[CH:6][CH:5]=[CH:4][CH:3]=1)[C:8]1[CH:13]=[CH:12][CH:11]=[CH:10][CH:9]=1. Reported procedure: To a solution of benzyl (5-(3-((tert-butyldiphenylsilyl)oxy)bicyclo[3.1.0]hexan-6-yl)-1-isopropyl-1H-pyrazol-3-yl)carbamate (28 g, 47 mmol) in methanol (200 mL) was added 10% palladium on carbon (2.8 g). The reaction mixture was stirred at room temperature under 1 atm of hydrogen. After 16 h, the reaction mixture was filtered through Celite. The filtrate was concentrated in vacuo to provide crude 5-(3-((tert-butyldiphenylsilyl)oxy)bicyclo[3.1.0]hexan-6-yl)-1-isopropyl-1H-pyrazol-3-amine which wa... The reactants are ClC1=CC(=CC=C1)C(=O)OO (meta-Chloroperbenzoic acid), CSC1=CC=C(C=C1)C=1N=C(N(C1)C=1C=C2C=CC(NC2=C(C1)C)=O)C (6-(4-[4-methylthiophenyl]-2-methylimidazol-1-yl)-8-methyl-2-(1H)-quinolone), C([O-])([O-])=O.[Na+].[Na+] (sodium carbonate). Solvent: ClCCl (dichloromethane). Run at time 30 minute. Yields the product CS(=O)C1=CC=C(C=C1)C=1N=C(N(C1)C=1C=C2C=CC(NC2=C(C1)C)=O)C (6-(4-[4-methylsulphinylphenyl]-2-methyl-imidazol-1-yl)-8-methyl-2-(1H)-quinolone). As a reaction SMILES: ClC1C=CC=C(C(OO)=[O:9])C=1.[CH3:12][S:13][C:14]1[CH:19]=[CH:18][C:17]([C:20]2[N:21]=[C:22]([CH3:37])[N:23]([C:25]3[CH:26]=[C:27]4[C:32](=[C:33]([CH3:35])[CH:34]=3)[NH:31][C:30](=[O:36])[CH:29]=[CH:28]4)[CH:24]=2)=[CH:16][CH:15]=1.C(=O)([O-])[O-].[Na+].[Na+]>ClCCl>[CH3:12][S:13]([C:14]1[CH:19]=[CH:18][C:17]([C:20]2[N:21]=[C:22]([CH3:37])[N:23]([C:25]3[CH:26]=[C:27]4[C:32](=[C:33]([CH3:35])[CH:34]=3)[NH:31][C:30](=[O:36])[CH:29]=[CH:28]4)[CH:24]=2)=[CH:16][CH:15]=1)=[O:9] |f:2.3.4|. Procedure details: meta-Chloroperbenzoic acid (0.11 g) was added in portions over a period of 5 minutes to a stirred suspension of 6-(4-[4-methylthiophenyl]-2-methylimidazol-1-yl)-8-methyl-2-(1H)-quinolone (0.2 g) in dichloromethane (10 cm3) at 0°. The mixture was stirred at 0° for 30 minutes, then poured into saturated aqueous sodium carbonate solution (30 cm3) and extracted with dichloromethane (3×25 cm3). The combined and dried (MgSO4) extracts were evaporated in vacuo to give a solid which was recrystallised f... Yield: 46.4%. Reactants: [OH-].[Na+] (sodium hydroxide), S(O)(O)(=O)=O (sulfuric acid), C(C1=CC=CC=C1)N1CCC(CC1)=O (1-benzyl-4-piperidone), [N-]=[N+]=[N-].[Na+] (sodium azide). Reported procedure: Concentrated sulfuric acid (25 mL) was added to 1-benzyl-4-piperidone (10.14 g) in acetic acid (50 mL) at room temperature, and sodium azide (3.880 g) was added thereto at 0° C. over a period of 2 hours, followed by stirring at 5° C. for 25 hours. The reaction mixture was alkalinized through addition of aqueous sodium hydroxide, followed by partitioning by use of chloroform. The aqueous layer was extracted with chloroform. The organic layers were combined, and washed with saturated brine, and th... The product is C(C1=CC=CC=C1)N1CCNC(CC1)=O (1-Benzylhexahydro-1H-1,4-diazepin-5-one). As a reaction SMILES: S(=O)(=O)(O)O.[CH2:6]([N:13]1[CH2:18][CH2:17][C:16](=[O:19])[CH2:15][CH2:14]1)[C:7]1[CH:12]=[CH:11][CH:10]=[CH:9][CH:8]=1.[N-:20]=[N+]=[N-].[Na+].[OH-].[Na+]>C(O)(=O)C>[CH2:6]([N:13]1[CH2:18][CH2:17][C:16](=[O:19])[NH:20][CH2:15][CH2:14]1)[C:7]1[CH:12]=[CH:11][CH:10]=[CH:9][CH:8]=1 |f:2.3,4.5|. Reaction conditions: temperature 5 celsius, time 2 hour. Solvent: C(C)(=O)O (acetic acid). The reactants are C(C)(C)(C)C1=CN(/C(/S1)=N/C(C1=C(C=CC(=C1)C(F)(F)F)OC[C@H]1N(CCC1)C)=O)C[C@@H]1OCCC1 (N-[(2Z)-5-tert-butyl-3-[(2R)-tetrahydrofuran-2-ylmethyl]-1,3-thiazol-2(3H)-ylidene]-2-{[(2S)-1-methylpyrrolidin-2-yl]methoxy}-5-(trifluoromethyl)benzamide), COC=1C=CC(=CC1)P2(=S)SP(=S)(S2)C=3C=CC(=CC3)OC (Lawesson's Reagent). Solvent: C1(=CC=CC=C1)C (toluene). Run at temperature 95 celsius, time 4 hour. Product: C(C)(C)(C)C1=CN(/C(/S1)=N/C(=S)C1=C(C=CC(=C1)C(F)(F)F)OC[C@H]1N(CCC1)C)C[C@@H]1OCCC1 (N-[(2Z)-5-tert-butyl-3-[(2R)-tetrahydrofuran-2-ylmethyl]-1,3-thiazol-2(3H)-ylidene]-2-{[(2S)-1-methylpyrrolidin-2-yl]methoxy}-5-(trifluoromethyl)benzenecarbothioamide). The yield is 87.0%. As a reaction SMILES: [C:1]([C:5]1[S:9]/[C:8](=[N:10]\[C:11](=O)[C:12]2[CH:17]=[C:16]([C:18]([F:21])([F:20])[F:19])[CH:15]=[CH:14][C:13]=2[O:22][CH2:23][C@@H:24]2[CH2:28][CH2:27][CH2:26][N:25]2[CH3:29])/[N:7]([CH2:31][C@H:32]2[CH2:36][CH2:35][CH2:34][O:33]2)[CH:6]=1)([CH3:4])([CH3:3])[CH3:2].COC1C=CC(P2(SP(C3C=CC(OC)=CC=3)(=S)S2)=[S:46])=CC=1>C1(C)C=CC=CC=1>[C:1]([C:5]1[S:9]/[C:8](=[N:10]\[C:11]([C:12]2[CH:17]=[C:16]([C:18]([F:21])([F:20])[F:19])[CH:15]=[CH:14][C:13]=2[O:22][CH2:23][C@@H:24]2[CH2:28][CH2:27][CH2:26][N:25]2[CH3:29])=[S:46])/[N:7]([CH2:31][C@H:32]2[CH2:36][CH2:35][CH2:34][O:33]2)[CH:6]=1)([CH3:4])([CH3:3])[CH3:2]. Reported procedure: To a solution of Example 24 (300 mg, 0.571 mmol) in toluene (6 mL) at ambient temperature was added Lawesson's Reagent (231 mg, 0.571 mmol). This mixture was warmed to 95° C. and allowed to stir for 4 hours. The mixture was then cooled to ambient temperature, concentrated under reduced pressure. The residue was dissolved in EtOAc (20 mL) and washed with NaHCO3 solution. The organics were combined, dried, concentrated, and the residue was purified by Analogix® Intelliflash280™ (SiO2, 0-10% (7 M a... Yield: 31.5%. Run in N1=CC=CC=C1 (pyridine), C(C)O (ethanol). RXN SMILES: [Cl:1][C:2]1[CH:7]=[CH:6][C:5]([CH:8]([C:19]2[C:27]3[C:22](=[C:23]([CH2:29][S:30][CH3:31])[CH:24]=[C:25]([F:28])[CH:26]=3)[NH:21][CH:20]=2)[CH:9]2C(=O)O[C:12](C)([CH3:16])[O:11][C:10]2=[O:18])=[C:4]([CH3:32])[CH:3]=1>N1C=CC=CC=1.C(O)C.[Cu]>[Cl:1][C:2]1[CH:7]=[CH:6][C:5]([CH:8]([C:19]2[C:27]3[C:22](=[C:23]([CH2:29][S:30][CH3:31])[CH:24]=[C:25]([F:28])[CH:26]=3)[NH:21][CH:20]=2)[CH2:9][C:10]([O:11][CH2:12][CH3:16])=[O:18])=[C:4]([CH3:32])[CH:3]=1. The product is ClC1=CC(=C(C=C1)C(CC(=O)OCC)C1=CNC2=C(C=C(C=C12)F)CSC)C (Ethyl 3-(4-chloro-2-methylphenyl)-3-{5-fluoro-7-[(methylsulfanyl)methyl]-1H-indol-3-yl}propanoate). The reactants are ClC1=CC(=C(C=C1)C(C1C(OC(OC1=O)(C)C)=O)C1=CNC2=C(C=C(C=C12)F)CSC)C (5-[(4-Chloro-2-methylphenyl){5-fluoro-7-[(methylsulfanyl)methyl]-1H-indol-3-yl}methyl]-2,2-dimethyl-1,3-dioxane-4,6-dione). Reported procedure: 2.1 mg (34 μmol) of copper powder were added to a solution of 2.48 g of the compound from Example 92A in 28 ml of pyridine and 8 ml of ethanol. The reaction mixture was heated under reflux for 1 h. It was concentrated, and the crude product was purified by flash chromatography on silica gel (mobile phase: cyclohexane/ethyl acetate gradient) to result in 0.69 g of the title compound. Reagents/catalysts: [Cu] (copper).